Dataset: the Open Reaction Database (ORD), a public repository of structured organic reaction records. Task: describe an organic reaction: reactants, conditions, products, and yield Starting materials: COC(=O)C=1C(=C2C=C(C(N(C2=C(N1)C=1C=NC=NC1)CC1=CC=CC=C1)=O)C1=CC=CC=C1)O (1-benzyl-5-hydroxy-2-oxo-3-phenyl-8-pyrimidin-5-yl-1,2-dihydro-[1,7]naphthyridine-6-carboxylic acid methyl ester), NCCC(=O)O (β-alanine), C[O-].[Na+] (NaOMe). Product: C(C1=CC=CC=C1)N1C(C(=CC2=C(C(=NC(=C12)C=1C=NC=NC1)C(=O)NCCC(=O)O)O)C1=CC=CC=C1)=O (3-[(1-Benzyl-5-hydroxy-2-oxo-3-phenyl-8-pyrimidin-5-yl-1,2-dihydro-[1,7]naphthyridine-6-carbonyl)-amino]-propionic acid). Isolated yield 43.5%. As a reaction SMILES: CO[C:3]([C:5]1[C:6]([OH:35])=[C:7]2[C:12](=[C:13]([C:15]3[CH:16]=[N:17][CH:18]=[N:19][CH:20]=3)[N:14]=1)[N:11]([CH2:21][C:22]1[CH:27]=[CH:26][CH:25]=[CH:24][CH:23]=1)[C:10](=[O:28])[C:9]([C:29]1[CH:34]=[CH:33][CH:32]=[CH:31][CH:30]=1)=[CH:8]2)=[O:4].[NH2:36][CH2:37][CH2:38][C:39]([OH:41])=[O:40].C[O-].[Na+]>>[CH2:21]([N:11]1[C:12]2[C:7](=[C:6]([OH:35])[C:5]([C:3]([NH:36][CH2:37][CH2:38][C:39]([OH:41])=[O:40])=[O:4])=[N:14][C:13]=2[C:15]2[CH:20]=[N:19][CH:18]=[N:17][CH:16]=2)[CH:8]=[C:9]([C:29]2[CH:34]=[CH:33][CH:32]=[CH:31][CH:30]=2)[C:10]1=[O:28])[C:22]1[CH:23]=[CH:24][CH:25]=[CH:26][CH:27]=1 |f:2.3|. Procedure details: A mixture of 1-benzyl-5-hydroxy-2-oxo-3-phenyl-8-pyrimidin-5-yl-1,2-dihydro-[1,7]naphthyridine-6-carboxylic acid methyl ester (35 mg, 0.075 mmol), β-alanine (672 mg, 7.54 mmol) and NaOMe solution (11 mL, 5.66 mmol, 0.5 M in MeOH) was refluxed for 16 h. After the mixture was cooled to r.t., the solvent was evaporated in vacuo. The residue was partitioned between EtOAc and water. 1 M HCl was added with vigorous stirring until pH was about 4. The aqueous layer was extracted with additional EtOAc, a... Starting materials: [OH-].[Na+] (sodium hydroxide), C12CN(CCC2O1)C(=O)OCC1=CC=CC=C1 (Benzyl 7-oxa-3-azabicyclo[4.1.0]heptane-3-carboxylate), CC1=C(C=CC=C1C)O (2,3-dimethylphenol), [OH-].[Na+] (sodium hydroxide). Solvent: O (water), [Cl-].[Na+].O (brine), C(C)#N (acetonitrile). The product is C(C1=CC=CC=C1)OC(=O)N1C[C@H]([C@@H](CC1)OC1=C(C(=CC=C1)C)C)O (trans-benzyl-4-(2,3-dimethylphenoxy)-3-hydroxypiperidine-1-carboxylate). The yield is 51.4%. RXN SMILES: [CH:1]12[O:7][CH:6]1[CH2:5][CH2:4][N:3]([C:8]([O:10][CH2:11][C:12]1[CH:17]=[CH:16][CH:15]=[CH:14][CH:13]=1)=[O:9])[CH2:2]2.[CH3:18][C:19]1[C:24]([CH3:25])=[CH:23][CH:22]=[CH:21][C:20]=1[OH:26].[OH-].[Na+]>C(#N)C.O.[Cl-].[Na+].O>[CH2:11]([O:10][C:8]([N:3]1[CH2:4][CH2:5][C@@H:6]([O:26][C:20]2[CH:21]=[CH:22][CH:23]=[C:24]([CH3:25])[C:19]=2[CH3:18])[C@H:1]([OH:7])[CH2:2]1)=[O:9])[C:12]1[CH:17]=[CH:16][CH:15]=[CH:14][CH:13]=1 |f:2.3,6.7.8|. Reported procedure: Benzyl 7-oxa-3-azabicyclo[4.1.0]heptane-3-carboxylate (21.0 g, 92.0 mmol) was added to a stirred solution of 2,3-dimethylphenol (23.0 g, 188 mmol) and aqueous sodium hydroxide (100 ml, 2N, 200 mmol) in acetonitrile (400 ml). The reaction mixture was heated at reflux for 14 h. On cooling to room temperature, the reaction mixture was concentrated in vacuo before dilution with water (500 ml). Extraction with dichloromethane (4×100 ml) was followed by washing of the combined organics with aqueous so... Starting materials: O=C(n1ccnc1)n1ccnc1, C1COCCN1, ClCCl, CC(c1ccccc1)N1CCOC(c2ccc(C(=O)O)cc2)C1. Product: CC(c1ccccc1)N1CCOC(c2ccc(C(=O)N3CCOCC3)cc2)C1. As a reaction SMILES: [C:1]([n:2]1[cH:3][cH:4][n:5][cH:6]1)([n:7]1[cH:8][cH:9][n:10][cH:11]1)=[O:12].[CH2:36]1[CH2:37][O:38][CH2:39][CH2:40][NH:41]1.[Cl:42][CH2:43][Cl:44].[c:13]1([CH:19]([CH3:20])[N:21]2[CH2:22][CH:23]([c:27]3[cH:28][cH:29][c:30]([C:31](=[O:32])[OH:33])[cH:34][cH:35]3)[O:24][CH2:25][CH2:26]2)[cH:14][cH:15][cH:16][cH:17][cH:18]1>>[c:13]1([CH:19]([CH3:20])[N:21]2[CH2:22][CH:23]([c:27]3[cH:28][cH:29][c:30]([C:31](=[O:32])[N:41]4[CH2:36][CH2:37][O:38][CH2:39][CH2:40]4)[cH:34][cH:35]3)[O:24][CH2:25][CH2:26]2)[cH:14][cH:15][cH:16][cH:17][cH:18]1.